Dataset: the Open Reaction Database (ORD), a public repository of structured organic reaction records. Task: describe an organic reaction: reactants, conditions, products, and yield Starting materials: [O-]CC.[Na+] (sodium ethoxide), [Na] (sodium), OC=1C=C2CCC(C2=CC1)=O (5-hydroxy-1-indanone), C1(=CC=C(C=C1)S(=O)(=O)OCCCl)C (β-chloroethyl p-toluenesulphonate). Solvent: C(C)O (ethanol), C(C)O (ethanol), C(C)O (ethanol), C(C)O (ethanol). Conditions: time 25 hour. Yields the product ClCCOC=1C=C2CCC(C2=CC1)=O (5-(β-Chloroethoxy)-1-indanone). As a reaction SMILES: [O-]CC.[Na+].[Na].[OH:6][C:7]1[CH:8]=[C:9]2[C:13](=[CH:14][CH:15]=1)[C:12](=[O:16])[CH2:11][CH2:10]2.C1(C)C=CC(S(O[CH2:27][CH2:28][Cl:29])(=O)=O)=CC=1>C(O)C>[Cl:29][CH2:28][CH2:27][O:6][C:7]1[CH:8]=[C:9]2[C:13](=[CH:14][CH:15]=1)[C:12](=[O:16])[CH2:11][CH2:10]2 |f:0.1,^1:4|. Procedure: To a solution of sodium ethoxide in ethanol prepared from 5.68 g of sodium and 500 ml of absolute ethanol, 36.75 g of 5-hydroxy-1-indanone in 500 ml of slightly-heated ethanol are added in the course of 30 minutes. Then, 74.5 g of β-chloroethyl p-toluenesulphonate in 100 ml of ethanol are dropwise added, and the mixture is refluxed under stirring for 25 hours. Then the mixture is cooled, the insolubilized sodium p-toluenesulphonate 40 g, dry) is filtered off, and the ethanol is evaporated till d... Reactants: C(C)(C)(C)OC(CO)=O (hydroxyacetic acid tert-butyl ester), [H-].[Na+] (sodium hydride), BrC=1N=NC(=CC1)Br (3,6-dibromopyridazine). Run in CN(C)C=O (DMF). Run at temperature 60 celsius, time 2 hour. Yields the product C(C)(C)(C)OC(COC=1N=NC(=CC1)Br)=O ((6-Bromo-pyridazin-3-yloxy)-acetic acid tert-butyl ester). Reaction SMILES: [C:1]([O:5][C:6](=[O:9])[CH2:7][OH:8])([CH3:4])([CH3:3])[CH3:2].[H-].[Na+].[Br:12][C:13]1[N:14]=[N:15][C:16](Br)=[CH:17][CH:18]=1>CN(C=O)C>[C:1]([O:5][C:6](=[O:9])[CH2:7][O:8][C:16]1[N:15]=[N:14][C:13]([Br:12])=[CH:18][CH:17]=1)([CH3:4])([CH3:3])[CH3:2] |f:1.2|. Procedure: 277.8 mg (2.1 mmol) of hydroxyacetic acid tert-butyl ester and 100.9 mg of sodium hydride (55% in mineral oil) in 15 ml of DMF were stirred at room temperature for 30 min. Then 500 mg (2.1 mmol) of 3,6-dibromopyridazine were added, and the reaction mixture was stirred at 60° C. for 2 h. After evaporation to dryness, the residue was stirred with ethyl acetate, the solution filtered, evaporated, and the crude product (450 mg) directly employed in the subsequent step.